describe an organic reaction: reactants, conditions, products, and yield From a dataset of the Open Reaction Database (ORD), a public repository of structured organic reaction records. Reaction SMILES: [CH3:25][C:26](=[O:27])[OH:28].[ClH:24].[O:1]1[CH:2]2[C:3]13[C:4](=[CH2:23])[CH2:5][CH:6]1[CH:7]4[CH2:8][CH2:9][C:10](=[O:22])[C:11]4([CH3:12])[CH2:13][CH2:14][CH:15]1[C:16]3([CH3:21])[CH:17]=[CH:18][C:19]2=[O:20]>>[C:2]1([Cl:24])=[C:3]2[C:4](=[CH2:23])[CH2:5][CH:6]3[CH:7]4[CH2:8][CH2:9][C:10](=[O:22])[C:11]4([CH3:12])[CH2:13][CH2:14][CH:15]3[C:16]2([CH3:21])[CH:17]=[CH:18][C:19]1=[O:20]. Product: C=C1CC2C(CCC3(C)C(=O)CCC23)C2(C)C=CC(=O)C(Cl)=C12. The reactants are CC(=O)O, Cl, C=C1CC2C3CCC(=O)C3(C)CCC2C2(C)C=CC(=O)C3OC132.